From a dataset of the Open Reaction Database (ORD), a public repository of structured organic reaction records. describe an organic reaction: reactants, conditions, products, and yield Reactants: CC(=O)O, CC(=O)[O-], CO, CNC1COc2ccccc2-c2c(C3CCCCC3)c3ccc(C(=O)OC)cc3n2C1, [Na+], CC(C)(C)OC(=O)NCC=O. Yields the product COC(=O)c1ccc2c(C3CCCCC3)c3n(c2c1)CC(N(C)CCNC(=O)OC(C)(C)C)COc1ccccc1-3. As a reaction SMILES: [CH3:43][C:44](=[O:45])[OH:46].[CH3:48][C:49](=[O:50])[O-:51].[CH3:52][OH:53].[CH:12]1([c:18]2[c:19]3[cH:20][cH:21][c:22]([C:39](=[O:40])[O:41][CH3:42])[cH:23][c:24]3[n:25]3[c:32]2-[c:31]2[c:30]([cH:36][cH:35][cH:34][cH:33]2)[O:29][CH2:28][CH:27]([NH:37][CH3:38])[CH2:26]3)[CH2:13][CH2:14][CH2:15][CH2:16][CH2:17]1.[Na+:47].[O:1]=[CH:2][CH2:3][NH:4][C:5]([O:6][C:7]([CH3:8])([CH3:9])[CH3:10])=[O:11]>>[CH2:2]([CH2:3][NH:4][C:5]([O:6][C:7]([CH3:8])([CH3:9])[CH3:10])=[O:11])[N:37]([CH:27]1[CH2:26][n:25]2[c:24]3[c:19]([c:18]([CH:12]4[CH2:13][CH2:14][CH2:15][CH2:16][CH2:17]4)[c:32]2-[c:31]2[c:30]([cH:36][cH:35][cH:34][cH:33]2)[O:29][CH2:28]1)[cH:20][cH:21][c:22]([C:39](=[O:40])[O:41][CH3:42])[cH:23]3)[CH3:38]. The product is OCC1=CC=C(OCC(=O)OCC)C=C1 (ethyl [p-(hydroxymethyl)phenoxy]acetate). As a reaction SMILES: [CH:1]1[C:6]([CH2:7][OH:8])=[CH:5][CH:4]=[C:3]([OH:9])[CH:2]=1.Br[CH2:11][C:12]([O:14][CH2:15][CH3:16])=[O:13].C(=O)([O-])[O-].[K+].[K+].CN(C)C=O>[Br-].C([N+](CCCC)(CCCC)CCCC)CCC.C(OCC)(=O)C>[OH:8][CH2:7][C:6]1[CH:5]=[CH:4][C:3]([O:9][CH2:11][C:12]([O:14][CH2:15][CH3:16])=[O:13])=[CH:2][CH:1]=1 |f:2.3.4,6.7|. Starting materials: C1=CC(=CC=C1CO)O (p-hydroxybenzyl alcohol), BrCC(=O)OCC (ethyl bromoacetate), C([O-])([O-])=O.[K+].[K+] (potassium carbonate), CN(C=O)C (N,N-dimethylformamide). Solvent: C(C)(=O)OCC (ethyl acetate). Reported procedure: To a mixture of 2.00 g of p-hydroxybenzyl alcohol, 3.23 g of ethyl bromoacetate, 2.45 g of anhydrous potassium carbonate and 15 ml of N,N-dimethylformamide was added tetra-n-butylammonium bromide in a catalytic amount. The mixture was stirred at room temperature for 3 hours. The reaction mixture was diluted with ethyl acetate and insoluble matters were filtered off. The filtrate was washed with an aqueous sodium hydroxide solution and water, in this sequence. After drying over anhydrous magnesiu... Run at time 3 hour. The reagents and catalysts are [Br-].C(CCC)[N+](CCCC)(CCCC)CCCC (tetra-n-butylammonium bromide). The yield is 63.8%.